This data is from the Open Reaction Database (ORD), a public repository of structured organic reaction records. The task is: describe an organic reaction: reactants, conditions, products, and yield Starting materials: [Ag+], [Ag+], [Ag+], [Ag+], OCc1ccc2c(c1)OCO2, [O-][Si]([O-])([O-])[O-], c1ccccc1. The product is O=Cc1ccc2c(c1)OCO2. Reaction SMILES: [Ag+:17].[Ag+:18].[Ag+:19].[Ag+:20].[CH2:1]1[O:2][c:3]2[cH:4][c:5]([CH2:6][OH:7])[cH:8][cH:9][c:10]2[O:11]1.[Si:12]([O-:13])([O-:14])([O-:15])[O-:16].[cH:21]1[cH:22][cH:23][cH:24][cH:25][cH:26]1>>[CH2:1]1[O:2][c:3]2[cH:4][c:5]([CH:6]=[O:7])[cH:8][cH:9][c:10]2[O:11]1. Reaction conditions: time 30 minute. Reaction SMILES: [C:1]([O:4][C:5]1[C:6]([C:14]([CH3:17])([CH3:16])[CH3:15])=[CH:7][C:8]([OH:13])=[C:9]([CH:12]=1)[CH:10]=[O:11])(=[O:3])[CH3:2].[H-].[Na+].[Mg].[CH:21]1(Br)[CH2:27][CH2:26][CH2:25][CH2:24][CH2:23][CH2:22]1.[Cl-].[NH4+]>O1CCCC1>[C:1]([O:4][C:5]1[C:6]([C:14]([CH3:17])([CH3:16])[CH3:15])=[CH:7][C:8]([OH:13])=[C:9]([CH:10]([CH:21]2[CH2:27][CH2:26][CH2:25][CH2:24][CH2:23][CH2:22]2)[OH:11])[CH:12]=1)(=[O:3])[CH3:2].[C:14]([C:6]1[C:5]([OH:4])=[CH:12][C:9]([CH:10]([CH:21]2[CH2:27][CH2:26][CH2:25][CH2:24][CH2:23][CH2:22]2)[OH:11])=[C:8]([OH:13])[CH:7]=1)([CH3:15])([CH3:16])[CH3:17] |f:1.2,5.6|. Procedure details: To 2.36 g of 5-acetoxy-4-t-butyl-2-hydroxybenzaldehyde dissolved in 10 ml of anhydrous tetrahydrofuran was added 0.40 g of oily sodium hydride under nitrogen atmosphere and the mixture was stirred at room temperature for 30 minutes. Then, 23 ml of a Grignard reagent (0.43 M in tetrahydrofuran) which has been prepared from magnesium and cycloheptyl bromide was added dropwise to this reaction mixture and the mixture was stirred at room temperature for 1 hour. Then, the mixture was combined with a ... Isolated yield 25.0%. Run in O1CCCC1 (tetrahydrofuran). Starting materials: Grignard reagent, [Mg] (magnesium), C1(CCCCCC1)Br (cycloheptyl bromide), [Cl-].[NH4+] (ammonium chloride), [H-].[Na+] (sodium hydride), C(C)(=O)OC=1C(=CC(=C(C=O)C1)O)C(C)(C)C (5-acetoxy-4-t-butyl-2-hydroxybenzaldehyde). Yields the product C(C)(=O)OC1=CC(=C(C=C1C(C)(C)C)O)C(O)C1CCCCCC1 (4-acetoxy-5-t-butyl-2-(cycloheptylhydroxymethyl)phenol), C(C)(C)(C)C=1C(=CC(=C(C1)O)C(O)C1CCCCCC1)O (5-t-butyl-2-(cycloheptylhydroxymethyl) benzene-1,4-diol). Starting materials: CCOC(=O)CN1CCNCCN(CC(=O)OCC)CCN(CC(=O)OCC)CC1, COCCN(CC1CO1)S(C)(=O)=O, CCO. The product is CCOC(=O)CN1CCN(CC(=O)OCC)CCN(CC(O)CN(CCOC)S(C)(=O)=O)CCN(CC(=O)OCC)CC1. RXN SMILES: [CH2:1]([CH3:2])[O:3][C:4](=[O:5])[CH2:6][N:7]1[CH2:8][CH2:9][N:10]([CH2:25][C:26](=[O:27])[O:28][CH2:29][CH3:30])[CH2:11][CH2:12][N:13]([CH2:19][C:20](=[O:21])[O:22][CH2:23][CH3:24])[CH2:14][CH2:15][NH:16][CH2:17][CH2:18]1.[CH3:31][O:32][CH2:33][CH2:34][N:35]([S:36](=[O:37])(=[O:38])[CH3:39])[CH2:40][CH:41]1[O:42][CH2:43]1.[CH3:44][CH2:45][OH:46]>>[CH2:1]([CH3:2])[O:3][C:4](=[O:5])[CH2:6][N:7]1[CH2:8][CH2:9][N:10]([CH2:25][C:26](=[O:27])[O:28][CH2:29][CH3:30])[CH2:11][CH2:12][N:13]([CH2:19][C:20](=[O:21])[O:22][CH2:23][CH3:24])[CH2:14][CH2:15][N:16]([CH2:43][CH:41]([CH2:40][N:35]([CH2:34][CH2:33][O:32][CH3:31])[S:36](=[O:37])(=[O:38])[CH3:39])[OH:42])[CH2:17][CH2:18]1. Reactants: 1,4-dioxaspiro[4.5]decan-8-01, [H-].[Na+] (NaH), C(C1=CC=CC=C1)Br (benzyl bromide), O (water), CCOC(=O)C (EtOAc). Run in CN(C)C=O (DMF). Conditions: time 8 hour. The product is C(C1=CC=CC=C1)OC1CCC2(OCCO2)CC1 (8-(Benzyloxy)-1,4-dioxaspiro[4.5]decane). Reaction SMILES: [H-].[Na+].[CH2:3](Br)[C:4]1[CH:9]=[CH:8][CH:7]=[CH:6][CH:5]=1.[OH2:11].[CH3:12][CH2:13][O:14][C:15]([CH3:17])=[O:16]>CN(C=O)C>[CH2:3]([O:11][CH:4]1[CH2:5][CH2:6][C:15]2([O:16][CH2:12][CH2:13][O:14]2)[CH2:17][CH2:3]1)[C:4]1[CH:9]=[CH:8][CH:7]=[CH:6][CH:5]=1 |f:0.1|. Reported procedure: To a mixture of 1,4-dioxaspiro[4.5]decan-8-01 (1.18 g, 7.46 mmol) and NaH (0.358 g, 8.96 mmol) in DMF (5 mL) at 0° C. was added benzyl bromide (1.06 mL, 8.95 mmol). After being stirred overnight under N2, water and EtOAc were added. The aqueous layer was extracted with EtOAc (3×). The combined organic layers were dried (MgSO4), concentrated and flash chromatographed using 10% EtOAc/hexane to give 1.524 g of the title compound. MS (EI) calcd: (M+1)+=249.1; found: 249.2. 1H NMR (300 MHz, CDCl3) δ ... Reactants: C1(CCCC1)[Si](OCC)(OCC)OCC (cyclopentyl triethoxysilane), C(C)(CC)O (sec-butyl alcohol), C[Si](Cl)(C)C (trimethylchlorosilane). The reagents and catalysts are [O-]CC.[Na+] (sodium ethoxide). Product: C(C)(CC)O[Si](OCC)(OCC)C1CCCC1 (sec-butoxy cyclopentyl diethoxysilane). Isolated yield 73.3%. Reaction SMILES: [CH:1]1([Si:6]([O:13][CH2:14][CH3:15])([O:10][CH2:11][CH3:12])[O:7][CH2:8][CH3:9])[CH2:5][CH2:4][CH2:3][CH2:2]1.[CH:16](O)(CC)[CH3:17].C[Si](C)(C)Cl>[O-]CC.[Na+]>[CH:11]([O:10][Si:6]([CH:1]1[CH2:2][CH2:3][CH2:4][CH2:5]1)([O:13][CH2:14][CH3:15])[O:7][CH2:8][CH3:9])([CH2:16][CH3:17])[CH3:12] |f:3.4|. Procedure: In a 500 ml three-neck flask provided with a magnetic stirrer and a reflux condenser were charged 29.6 g (0.127 mole) of cyclopentyl triethoxysilane, 151.1 g (2.04 mole) of sec-butyl alcohol and 286.5 mg (4.21 m mole) of sodium ethoxide, which were then reacted with each other in an oil bath of 50° C. for 10 hours under stirring. Then, trimethylchlorosilane was added to neutralize the alkali. Then, 24.2 g (0.0931 mole) of sec-butoxy cyclopentyl diethoxysilane were obtained by vacuum distillation... Yields the product O=C(O)c1ccc(Oc2cccnc2)cc1. The reactants are C, CCO, [Pd], O=C(OCc1ccccc1)c1ccc(Oc2cccnc2)cc1. RXN SMILES: [C:27].[CH3:24][CH2:25][OH:26].[Pd:28].[n:1]1[cH:2][c:3]([O:7][c:8]2[cH:9][cH:10][c:11]([C:12](=[O:13])[O:14][CH2:15][c:16]3[cH:17][cH:18][cH:19][cH:20][cH:21]3)[cH:22][cH:23]2)[cH:4][cH:5][cH:6]1>>[n:1]1[cH:2][c:3]([O:7][c:8]2[cH:9][cH:10][c:11]([C:12](=[O:13])[OH:14])[cH:22][cH:23]2)[cH:4][cH:5][cH:6]1.